Dataset: the Open Reaction Database (ORD), a public repository of structured organic reaction records. Task: describe an organic reaction: reactants, conditions, products, and yield RXN SMILES: C[Sn]([C:5]1[CH:6]=[C:7]([C:11]([O:13][CH3:14])=[S:12])[S:8][C:9]=1[CH3:10])(C)C.[Br:15][C:16]1[CH:21]=[CH:20][CH:19]=[C:18](Br)[N:17]=1>CN(C=O)C.C1C=CC([P]([Pd]([P](C2C=CC=CC=2)(C2C=CC=CC=2)C2C=CC=CC=2)([P](C2C=CC=CC=2)(C2C=CC=CC=2)C2C=CC=CC=2)[P](C2C=CC=CC=2)(C2C=CC=CC=2)C2C=CC=CC=2)(C2C=CC=CC=2)C2C=CC=CC=2)=CC=1>[Br:15][C:16]1[N:17]=[C:18]([C:5]2[CH:6]=[C:7]([C:11]([O:13][CH3:14])=[S:12])[S:8][C:9]=2[CH3:10])[CH:19]=[CH:20][CH:21]=1 |^1:31,33,52,71|. Reagents/catalysts: C=1C=CC(=CC1)[P](C=2C=CC=CC2)(C=3C=CC=CC3)[Pd]([P](C=4C=CC=CC4)(C=5C=CC=CC5)C=6C=CC=CC6)([P](C=7C=CC=CC7)(C=8C=CC=CC8)C=9C=CC=CC9)[P](C=1C=CC=CC1)(C=1C=CC=CC1)C=1C=CC=CC1 (tetrakistriphenylphosphine-palladium). Procedure: Methyl 4-(1,1-dimethyl-1-stannaethyl)-5-methylthiothiophene-2-carboxylate (195 mg, 0.56 mmol) as prepared in previous step, and 2,6-dibromopyridine (398 mg, 1.7 mmol) were taken in anhydrous DMF (2 mL). To this mixture tetrakistriphenylphosphine-palladium (20 mg) was added and heated at 120° C. for 24 h. DMF was removed under vacuum and the residue was purified by preparative silica gel thin-layer chromatography to give 78 mg (41%) of methyl 4-(6-bromo(2-pyridyl))-5-methylthiothiophene-2-carboxy... Solvent: CN(C)C=O (DMF). Yield: 42.4%. Reactants: C[Sn](C)(C)C=1C=C(SC1C)C(=S)OC (Methyl 4-(1,1-dimethyl-1-stannaethyl)-5-methylthiothiophene-2-carboxylate), BrC1=NC(=CC=C1)Br (2,6-dibromopyridine). The product is BrC1=CC=CC(=N1)C=1C=C(SC1C)C(=S)OC (methyl 4-(6-bromo(2-pyridyl))-5-methylthiothiophene-2-carboxylate). Conditions: temperature 120 celsius. The solvent is ClC(C)Cl (dichloro-ethane), CN(C)C=O (DMF). Yields the product ClC=1N=C(C=C2C(C(=CN(C12)C)C(=O)OCC)=O)CN1CCOCC1 (Ethyl 8-Chloro-1-methyl-6-(4-morpholinylmethyl)-4-oxo-1,4-dihydro[1,7]-naphthyridine-3-carboxylate). Procedure: Ethyl 8-chloro-1,6-dimethyl-4-oxo-1,4-dihydro[1,7]naphthyridine-3-carboxylate (Preparation 44, 0.62 g) and N-bromosuccinimide (0.45 g) are dissolved in dichloro-ethane (100 mL). The solution is subjected to light by shining a 650 W sunlamp with stirring for 25 minutes. Solvent is evaporated and the crude solid obtained is dissolved in DMF (15 mL). Morpholine (0.86 g) is added and the mixture stirred for 18 hours. The mixture is poured into CH2Cl2 (200 mL) and then washed with water (3×200 mL). T... Yield: 39.6%. Conditions: time 25 minute. Reaction SMILES: [Cl:1][C:2]1[N:3]=[C:4]([CH3:19])[CH:5]=[C:6]2[C:11]=1[N:10]([CH3:12])[CH:9]=[C:8]([C:13]([O:15][CH2:16][CH3:17])=[O:14])[C:7]2=[O:18].BrN1C(=O)CCC1=O.[NH:28]1[CH2:33][CH2:32][O:31][CH2:30][CH2:29]1.C(Cl)Cl>ClC(Cl)C.CN(C=O)C>[Cl:1][C:2]1[N:3]=[C:4]([CH2:19][N:28]2[CH2:33][CH2:32][O:31][CH2:30][CH2:29]2)[CH:5]=[C:6]2[C:11]=1[N:10]([CH3:12])[CH:9]=[C:8]([C:13]([O:15][CH2:16][CH3:17])=[O:14])[C:7]2=[O:18]. Reactants: N1CCOCC1 (Morpholine), C(Cl)Cl (CH2Cl2), ClC=1N=C(C=C2C(C(=CN(C12)C)C(=O)OCC)=O)C (Ethyl 8-chloro-1,6-dimethyl-4-oxo-1,4-dihydro[1,7]naphthyridine-3-carboxylate), BrN1C(CCC1=O)=O (N-bromosuccinimide). Starting materials: C(C)(C)(C)OC(COC1=C(C=C(C=C1)Cl)CNC1=C2N=CN(C2=NC=N1)[C@@H]1O[C@@H]([C@H]([C@H]1O)N=[N+]=[N-])C(NC)=O)=O ((2R,3R,4S,5S)(2-{[9-(4-Azido-3-hydroxy-5-methylcarbamoyl-tetrahydro-furan-2-yl)-9H-purin-6-ylamino]-methyl}-4-chloro-phenoxy)-acetic acid tert-butyl ester), FC(C(=O)O)(F)F (trifluoroacetic acid). Run at time 3 hour. Yields the product N(=[N+]=[N-])[C@H]1[C@H]([C@@H](O[C@@H]1C(NC)=O)N1C2=NC=NC(=C2N=C1)NCC1=C(OCC(=O)O)C=CC(=C1)Cl)O ((2R,3R,4S,5S)(2-{[9-(4-Azido-3-hydroxy-5-methylcarbamoyl-tetrahydro-furan-2-yl)-9H-purin-6-ylamino]-methyl}-4-chloro-phenoxy)-acetic acid). Reaction SMILES: C([O:5][C:6](=[O:40])[CH2:7][O:8][C:9]1[CH:14]=[CH:13][C:12]([Cl:15])=[CH:11][C:10]=1[CH2:16][NH:17][C:18]1[N:26]=[CH:25][N:24]=[C:23]2[C:19]=1[N:20]=[CH:21][N:22]2[C@H:27]1[C@H:31]([OH:32])[C@H:30]([N:33]=[N+:34]=[N-:35])[C@@H:29]([C:36](=[O:39])[NH:37][CH3:38])[O:28]1)(C)(C)C.FC(F)(F)C(O)=O>>[N:33]([C@@H:30]1[C@@H:29]([C:36](=[O:39])[NH:37][CH3:38])[O:28][C@@H:27]([N:22]2[CH:21]=[N:20][C:19]3[C:23]2=[N:24][CH:25]=[N:26][C:18]=3[NH:17][CH2:16][C:10]2[CH:11]=[C:12]([Cl:15])[CH:13]=[CH:14][C:9]=2[O:8][CH2:7][C:6]([OH:40])=[O:5])[C@@H:31]1[OH:32])=[N+:34]=[N-:35]. Procedure details: (2R,3R,4S,5S)(2-{[9-(4-Azido-3-hydroxy-5-methylcarbamoyl-tetrahydro-furan-2-yl)-9H-purin-6-ylamino]-methyl}-4-chloro-phenoxy)-acetic acid tert-butyl ester (1 g, 1.9 mmol) was added to trifluoroacetic acid (15 mL) and stirred at room temperature for 3 hours. The mixture was concentrated and the residue was reconcentrated from chloroform three times to afford the title compound as a foam. M.S. 518 (M+H)+. 1H NMR (400 MHz, CD3OD) δ 8.5 (m, 2H); 7.38 (bs, 1H); 7.25 (d, 1H, J=8.0 Hz); 6.95 (d, 1H, J=... The reactants are FC1=C(C=CC(=C1)F)\C=C/C(=O)OC (methyl (2Z)-3-(2,4-difluorophenyl)acrylate), 34, [OH-].[Li+] (lithium hydroxide). Run in O1CCCC1 (tetrahydrofuran). The product is FC1=C(C=CC(=C1)F)\C=C/C(=O)O ((2Z)-3-(2,4-Difluorophenyl)acrylic acid). Procedure: A solution of methyl (2Z)-3-(2,4-difluorophenyl)acrylate, from preparation 34 (1.3 g, 6.56 mmol) and 1M lithium hydroxide (314 mg, 13.1 mmol) in tetrahydrofuran (51 mL) was stirred at room temperature for 24 hours. The solvent was removed in vacuo and the residue was dissolved in water (10 mL) and ethyl acetate (20 mL) was added. The phases were separated and the aqueous phase was acidified to pH 2 using 2M hydrochloric acid solution (3 mL). The aqueous phase was extracted with diethyl ether (2×... Conditions: time 24 hour. As a reaction SMILES: [F:1][C:2]1[CH:7]=[C:6]([F:8])[CH:5]=[CH:4][C:3]=1/[CH:9]=[CH:10]\[C:11]([O:13]C)=[O:12].[OH-].[Li+]>O1CCCC1>[F:1][C:2]1[CH:7]=[C:6]([F:8])[CH:5]=[CH:4][C:3]=1/[CH:9]=[CH:10]\[C:11]([OH:13])=[O:12] |f:1.2|. Starting materials: [Br-], [Br-], [Br-], CC(=O)c1ccc(F)cc1Br, C1CCOC1, C[N+](C)(C)c1ccccc1, C[N+](C)(C)c1ccccc1, C[N+](C)(C)c1ccccc1. Yields the product O=C(CBr)c1ccc(F)cc1Br. Reaction SMILES: [Br-:12].[Br-:13].[Br-:14].[Br:1][c:2]1[c:3]([C:9]([CH3:10])=[O:11])[cH:4][cH:5][c:6]([F:8])[cH:7]1.[O:45]1[CH2:46][CH2:47][CH2:48][CH2:49]1.[c:15]1([N+:16]([CH3:17])([CH3:18])[CH3:19])[cH:20][cH:21][cH:22][cH:23][cH:24]1.[c:25]1([N+:26]([CH3:27])([CH3:28])[CH3:29])[cH:30][cH:31][cH:32][cH:33][cH:34]1.[c:35]1([N+:36]([CH3:37])([CH3:38])[CH3:39])[cH:40][cH:41][cH:42][cH:43][cH:44]1>>[Br:1][c:2]1[c:3]([C:9]([CH2:10][Br:12])=[O:11])[cH:4][cH:5][c:6]([F:8])[cH:7]1.